This data is from the Open Reaction Database (ORD), a public repository of structured organic reaction records. The task is: describe an organic reaction: reactants, conditions, products, and yield As a reaction SMILES: [Br:14][CH2:15][CH:16]1[CH2:17][O:18]1.[CH3:19][N:20]([CH3:21])[CH:22]=[O:23].[H-:12].[Na+:13].[c:1]1([CH2:7][CH2:8][CH2:9][CH2:10][OH:11])[cH:2][cH:3][cH:4][cH:5][cH:6]1>>[c:1]1([CH2:7][CH2:8][CH2:9][CH2:10][O:11][CH2:15][CH:16]2[CH2:17][O:18]2)[cH:2][cH:3][cH:4][cH:5][cH:6]1. The reactants are BrCC1CO1, CN(C)C=O, [H-], [Na+], OCCCCc1ccccc1. Product: c1ccc(CCCCOCC2CO2)cc1. Reactants: O=C(O)c1cnccn1, COc1ccc(N)cc1. Reagents/catalysts: [B-](F)(F)(F)F.CN(C)C(=[N+](C)C)ON1C(=O)C2C3CC(C2C1=O)C=C3 (TNTU), CCN(C(C)C)C(C)C (DIPEA). The solvent is CN(C)C=O (DMF), CN(C)C=O (DMF), CN(C)C=O (DMF), CN(C)C=O (DMF), CN(C)C=O (DMF), CN(C)C=O (DMF). Conditions: temperature 25 celsius, time 2 hour. Yields the product COc1ccc(NC(=O)c2cnccn2)cc1. Isolated yield 98.7%. Reaction SMILES: COc1ccc(N)cc1.O=C(O)c1cnccn1.[B-](F)(F)(F)F.CN(C)C(=[N+](C)C)ON1C(=O)C2C3CC(C2C1=O)C=C3.CCN(C(C)C)C(C)C.CN(C)C=O>>COc1ccc(NC(=O)c2cnccn2)cc1. The reactants are Cc1nc(Nc2nncs2)sc1-c1ccc(S(N)(=O)=O)cc1, Cc1nc(Cl)sc1-c1ccc(S(N)(=O)=O)cc1, Nc1nc[nH]n1. Yields the product Cc1nc(Nc2nc[nH]n2)sc1-c1ccc(S(N)(=O)=O)cc1. RXN SMILES: [CH3:7][c:8]1[n:9][c:10]([NH:23][c:24]2[s:25][cH:26][n:27][n:28]2)[s:11][c:12]1-[c:13]1[cH:14][cH:15][c:16]([S:19](=[O:20])(=[O:21])[NH2:22])[cH:17][cH:18]1.[Cl:29][c:30]1[s:31][c:32](-[c:33]2[cH:34][cH:35][c:36]([S:37]([NH2:38])(=[O:39])=[O:40])[cH:41][cH:42]2)[c:43]([CH3:44])[n:45]1.[nH:1]1[n:2][c:3]([NH2:6])[n:4][cH:5]1>>[nH:1]1[n:2][c:3]([NH:6][c:10]2[n:9][c:8]([CH3:7])[c:12](-[c:13]3[cH:14][cH:15][c:16]([S:19](=[O:20])(=[O:21])[NH2:22])[cH:17][cH:18]3)[s:11]2)[n:4][cH:5]1. Reaction SMILES: [CH:41]([OH:42])([CH3:43])[CH3:44].[Cl:1][c:2]1[cH:3][c:4](-[c:12]2[n:13][c:14](-[c:17]3[c:18]([CH2:37][CH3:38])[c:19]([CH2:23][CH:24]4[CH2:25][CH2:26][N:27]([CH2:30][CH2:31][C:32](=[O:33])[O:34][CH2:35][CH3:36])[CH2:28][CH2:29]4)[cH:20][cH:21][cH:22]3)[n:15][s:16]2)[cH:5][cH:6][c:7]1[O:8][CH:9]([CH3:10])[CH3:11].[Na+:40].[OH-:39].[OH2:45]>>[Cl:1][c:2]1[cH:3][c:4](-[c:12]2[n:13][c:14](-[c:17]3[c:18]([CH2:37][CH3:38])[c:19]([CH2:23][CH:24]4[CH2:25][CH2:26][N:27]([CH2:30][CH2:31][C:32](=[O:33])[OH:34])[CH2:28][CH2:29]4)[cH:20][cH:21][cH:22]3)[n:15][s:16]2)[cH:5][cH:6][c:7]1[O:8][CH:9]([CH3:10])[CH3:11]. Product: CCc1c(CC2CCN(CCC(=O)O)CC2)cccc1-c1nsc(-c2ccc(OC(C)C)c(Cl)c2)n1. The reactants are CC(C)O, CCOC(=O)CCN1CCC(Cc2cccc(-c3nsc(-c4ccc(OC(C)C)c(Cl)c4)n3)c2CC)CC1, [Na+], [OH-], O. The reactants are C1(=CC=CC=C1)SC=CC(=O)OC1=CC=C(C=C1)C1=CC=CC=C1 (Biphenyl-4-yl 3-(phenylthio)acrylate), C(C#C)(=O)OC1=CC=C(C=C1)C1=CC=CC=C1 (Biphenyl-4-yl propiolate), C1=CC=C(C=C1)CS (benzylthiol). Yields the product C(C1=CC=CC=C1)SC=CC(=O)OC1=CC=C(C=C1)C1=CC=CC=C1 (Biphenyl-4-yl 3-(benzylthio)acrylate). The yield is 91.0%. Reaction SMILES: [C:1]1([S:7][CH:8]=[CH:9][C:10]([O:12][C:13]2[CH:18]=[CH:17][C:16]([C:19]3[CH:24]=[CH:23][CH:22]=[CH:21][CH:20]=3)=[CH:15][CH:14]=2)=[O:11])[CH:6]=[CH:5][CH:4]=[CH:3][CH:2]=1.[C:25](OC1C=CC(C2C=CC=CC=2)=CC=1)(=O)C#C.C1C=CC(CS)=CC=1>>[CH2:1]([S:7][CH:8]=[CH:9][C:10]([O:12][C:13]1[CH:14]=[CH:15][C:16]([C:19]2[CH:20]=[CH:21][CH:22]=[CH:23][CH:24]=2)=[CH:17][CH:18]=1)=[O:11])[C:6]1[CH:5]=[CH:4][CH:3]=[CH:2][CH:25]=1. Procedure: The compound 5 was prepared according to the method described for compound 4 employing compound 1 (200 mg, 0.89 mmol) and benzylthiol (112 mg, 0.89 mmol) to give white solid compound 5 (284 mg, 91%). 1H NMR (300 MHz, CDCl3) δ 4.10 (s, 2H), 6.02 (d, J=15.1 Hz, 1H), 7.18 (d, J=8.3 Hz, 2H), 7.39 (m, 8H), 7.57 (t, J=5.9 Hz, 4H), 7.94 (d, J=15.1 Hz, 1H). HRMS ESI (m/z): Calculated for C22H18O2S ([M+H]+): 347.1028. found: 347.1101. Reactants: Cl[Si](C)(C)C (Chlorotrimethylsilane), [H-].[Al+3].[Li+].[H-].[H-].[H-] (lithium aluminum hydride), C(C1=CC=CC=C1)P(CC1=CC=CC=C1)CC12C(C=CC3C1O3)(C3=C(C=CC=C3)CP(CC3=CC=CC=C3)CC3=CC=CC=C3)O2 (2,2'-bis(dibenzylphosphinomethyl)-1,1'-biphenyl dioxide). Run in C1CCOC1 (THF), C1CCOC1 (THF). Conditions: temperature -35 celsius, time 2 hour. Product: C(C1=CC=CC=C1)P(CC1=CC=CC=C1)CC1=C(C=CC=C1)C1=C(C=CC=C1)CP(CC1=CC=CC=C1)CC1=CC=CC=C1 (2,2'-Bis(dibenzylphosphinomethyl)-1,1'-biphenyl). Yield: 62.0%. Reaction SMILES: Cl[Si](C)(C)C.[H-].[Al+3].[Li+].[H-].[H-].[H-].[CH2:12]([P:19]([CH2:27][C:28]12O[C:29]1([C:35]1[CH:40]=[CH:39][CH:38]=[CH:37][C:36]=1[CH2:41][P:42]([CH2:50][C:51]1[CH:56]=[CH:55][CH:54]=[CH:53][CH:52]=1)[CH2:43][C:44]1[CH:49]=[CH:48][CH:47]=[CH:46][CH:45]=1)[CH:30]=[CH:31][CH:32]1O[CH:33]12)[CH2:20][C:21]1[CH:26]=[CH:25][CH:24]=[CH:23][CH:22]=1)[C:13]1[CH:18]=[CH:17][CH:16]=[CH:15][CH:14]=1>C1COCC1>[CH2:50]([P:42]([CH2:41][C:36]1[CH:37]=[CH:38][CH:39]=[CH:40][C:35]=1[C:29]1[CH:30]=[CH:31][CH:32]=[CH:33][C:28]=1[CH2:27][P:19]([CH2:12][C:13]1[CH:14]=[CH:15][CH:16]=[CH:17][CH:18]=1)[CH2:20][C:21]1[CH:22]=[CH:23][CH:24]=[CH:25][CH:26]=1)[CH2:43][C:44]1[CH:49]=[CH:48][CH:47]=[CH:46][CH:45]=1)[C:51]1[CH:56]=[CH:55][CH:54]=[CH:53][CH:52]=1 |f:1.2.3.4.5.6|. Procedure details: Chlorotrimethylsilane (4.1 ml, 32.2 mmol) was added to lithium aluminum hydride (1.22 grams, 32.2 mmol) in THF (20 ml) at -72° C. The mixture was removed from the cold bath, stirred 2 hours, and then cooled again at -35° C. A suspension of the above 2,2'-bis(dibenzylphosphinomethyl)-1,1'-biphenyl dioxide (3.40 grams, 5.32 mmol) in THF (45 ml) was added by cannula. The mixture was stirred 0.5 hour at -30° C., then overnight at room temperature. The reaction mixture was cooled in an ice bath and q... Starting materials: BrC=1C=C(C(=O)O)C=CC1OC (3-bromo-4-methoxybenzoic acid), FC(C(=O)[O-])(F)F.[K+] (potassium trifluoroacetate). Yields the product COC1=C(C=C(C(=O)O)C=C1)C(F)(F)F (4-Methoxy-3-trifluoromethylbenzoic acid). As a reaction SMILES: Br[C:2]1[CH:3]=[C:4]([CH:8]=[CH:9][C:10]=1[O:11][CH3:12])[C:5]([OH:7])=[O:6].[F:13][C:14]([F:19])([F:18])C([O-])=O.[K+]>>[CH3:12][O:11][C:10]1[CH:9]=[CH:8][C:4]([C:5]([OH:7])=[O:6])=[CH:3][C:2]=1[C:14]([F:19])([F:18])[F:13] |f:1.2|. Procedure details: The title compound was prepared from 3-bromo-4-methoxybenzoic acid and potassium trifluoroacetate in a manner similar to that of Procedures 3 and 4. Starting materials: Cl.FC(C1=C(C(C2=CC=CC=C2)OC2CNC2)C=CC=C1)(F)F (3-[2-(trifluoromethyl)benzhydryloxy]azetidine hydrochloride), [N-]=C=O (isocyanate), compound ( 10 ). The product is FC(C1=C(C(C2=CC=CC=C2)OC2CN(C2)C(=O)NC(C)CC)C=CC=C1)(F)F (3-[2-(trifluoromethyl)benzhydryloxy]-N-(sec-butyl)azetidine-1-carboxamide). As a reaction SMILES: Cl.[F:2][C:3]([F:23])([F:22])[C:4]1[CH:21]=[CH:20][CH:19]=[CH:18][C:5]=1[CH:6]([O:13][CH:14]1[CH2:17][NH:16][CH2:15]1)[C:7]1[CH:12]=[CH:11][CH:10]=[CH:9][CH:8]=1.[N-:24]=[C:25]=[O:26]>>[F:23][C:3]([F:2])([F:22])[C:4]1[CH:21]=[CH:20][CH:19]=[CH:18][C:5]=1[CH:6]([O:13][CH:14]1[CH2:17][N:16]([C:25]([NH:24][CH:4]([CH2:5][CH3:6])[CH3:3])=[O:26])[CH2:15]1)[C:7]1[CH:8]=[CH:9][CH:10]=[CH:11][CH:12]=1 |f:0.1|. Procedure details: This material was prepared 3-[2-(trifluoromethyl)benzhydryloxy]azetidine hydrochloride (133) and the corresponding isocyanate using the procedure described for compound (10).